Task: describe an organic reaction: reactants, conditions, products, and yield. Dataset: the Open Reaction Database (ORD), a public repository of structured organic reaction records RXN SMILES: [CH2:24]1[O:25][CH2:26][CH2:27][O:28][CH2:29]1.[CH2:8]([c:9]1[cH:10][cH:11][cH:12][cH:13][cH:14]1)[N:15]1[CH2:16][CH:17]([C:19](=[O:20])[O:21][CH2:22][CH3:23])[CH2:18]1.[ClH:7].[O:1]1[CH2:2][CH2:3][O:4][CH2:5][CH2:6]1>>[ClH:7].[NH:15]1[CH2:16][CH:17]([C:19](=[O:20])[O:21][CH2:22][CH3:23])[CH2:18]1. Reactants: C1COCCO1, CCOC(=O)C1CN(Cc2ccccc2)C1, Cl, C1COCCO1. Product: Cl, CCOC(=O)C1CNC1. Starting materials: CC1=C(C=CC(=C1)F)N1CCC=2C(=NC=3C(=CC=CC3C21)OCC(F)(F)F)Cl (1-(2-Methyl-4-fluorophenyl)-4-chloro-6-β,β,β-trifluoroethoxy-2,3-dihydropyrrolo[3,2-c]quinoline), NCCCO (3-amino-1-propanol). Yields the product CC1=C(C=CC(=C1)F)N1CCC=2C(=NC=3C(=CC=CC3C21)OCC(F)(F)F)NCCCO (1-(2-methyl-4-fluorophenyl)-4-[(3-hydroxypropyl)amino]-6-β,β,β-trifluoroethoxy-2,3-dihydropyrrolo[3,2-c]quinoline). Reaction SMILES: [CH3:1][C:2]1[CH:7]=[C:6]([F:8])[CH:5]=[CH:4][C:3]=1[N:9]1[C:21]2[C:20]3[CH:19]=[CH:18][CH:17]=[C:16]([O:22][CH2:23][C:24]([F:27])([F:26])[F:25])[C:15]=3[N:14]=[C:13](Cl)[C:12]=2[CH2:11][CH2:10]1.[NH2:29][CH2:30][CH2:31][CH2:32][OH:33]>>[CH3:1][C:2]1[CH:7]=[C:6]([F:8])[CH:5]=[CH:4][C:3]=1[N:9]1[C:21]2[C:20]3[CH:19]=[CH:18][CH:17]=[C:16]([O:22][CH2:23][C:24]([F:27])([F:26])[F:25])[C:15]=3[N:14]=[C:13]([NH:29][CH2:30][CH2:31][CH2:32][OH:33])[C:12]=2[CH2:11][CH2:10]1. Procedure details: 1-(2-Methyl-4-fluorophenyl)-4-chloro-6-β,β,β-trifluoroethoxy-2,3-dihydropyrrolo[3,2-c]quinoline(600 mg, 1.4 mmol) was dissolved in 3-amino-1-propanol(5.0 ml). The reaction mixture was reacted at the same condition of Step 3 in the Example 42 to obtain 520 mg of desired compound as solid in 84% of yield. Reactants: CN(C)c1ccc(Cc2n[nH]c3ncc(Br)cc23)cc1, CC(C)(C)C(=O)OCCl, CN(C)C=O, [Cl-], [H-], [NH4+], [Na+]. The product is CN(C)c1ccc(Cc2nn(COC(=O)C(C)(C)C)c3ncc(Br)cc23)cc1. RXN SMILES: [Br:1][c:2]1[cH:3][c:4]2[c:5]([n:6][cH:7]1)[nH:8][n:9][c:10]2[CH2:11][c:12]1[cH:13][cH:14][c:15]([N:18]([CH3:19])[CH3:20])[cH:16][cH:17]1.[C:23]([C:24]([CH3:25])([CH3:26])[CH3:27])(=[O:28])[O:29][CH2:30][Cl:31].[CH3:34][N:35]([CH3:36])[CH:37]=[O:38].[Cl-:32].[H-:21].[NH4+:33].[Na+:22]>>[Br:1][c:2]1[cH:3][c:4]2[c:5]([n:6][cH:7]1)[n:8]([CH2:30][O:29][C:23]([C:24]([CH3:25])([CH3:26])[CH3:27])=[O:28])[n:9][c:10]2[CH2:11][c:12]1[cH:13][cH:14][c:15]([N:18]([CH3:19])[CH3:20])[cH:16][cH:17]1. Reactants: OC1CN(C1)C(=O)OC(C)(C)C (tert-butyl 3-hydroxyazetidine-1-carboxylate), CC(C)([O-])C.[Na+] (sodium tert-butoxide), C(C)(C)(C)C1=CN(/C(/O1)=N/C(C1=C(C=CC(=C1)C(F)(F)F)F)=O)C[C@@H]1OCCC1 (N-[(2Z)-5-tert-butyl-3-[(2R)-tetrahydrofuran-2-ylmethyl]-1,3-oxazol-2(3 H)-ylidene]-2-fluoro-5-(trifluoromethyl)benzamide). Run in C1CCOC1 (THF), C1CCOC1 (THF), O (H2O). Reaction conditions: time 20 minute. The product is C(C)(C)(C)C1=CN(/C(/O1)=N/C(=O)C1=C(OC2CN(C2)C(=O)OC(C)(C)C)C=CC(=C1)C(F)(F)F)C[C@@H]1OCCC1 (tert-butyl 3-[2-{[(2Z)-5-tert-butyl-3-[(2R)-tetrahydrofuran-2-ylmethyl]-1,3-oxazol-2(3H)-ylidene]carbamoyl}-4-(trifluoromethyl)phenoxy]azetidine-1-carboxylate). Isolated yield 94.8%. RXN SMILES: [OH:1][CH:2]1[CH2:5][N:4]([C:6]([O:8][C:9]([CH3:12])([CH3:11])[CH3:10])=[O:7])[CH2:3]1.CC(C)([O-])C.[Na+].[C:19]([C:23]1[O:27]/[C:26](=[N:28]\[C:29](=[O:41])[C:30]2[CH:35]=[C:34]([C:36]([F:39])([F:38])[F:37])[CH:33]=[CH:32][C:31]=2F)/[N:25]([CH2:42][C@H:43]2[CH2:47][CH2:46][CH2:45][O:44]2)[CH:24]=1)([CH3:22])([CH3:21])[CH3:20]>C1COCC1.O>[C:19]([C:23]1[O:27]/[C:26](=[N:28]\[C:29]([C:30]2[CH:35]=[C:34]([C:36]([F:38])([F:37])[F:39])[CH:33]=[CH:32][C:31]=2[O:1][CH:2]2[CH2:3][N:4]([C:6]([O:8][C:9]([CH3:12])([CH3:11])[CH3:10])=[O:7])[CH2:5]2)=[O:41])/[N:25]([CH2:42][C@H:43]2[CH2:47][CH2:46][CH2:45][O:44]2)[CH:24]=1)([CH3:22])([CH3:20])[CH3:21] |f:1.2|. Procedure: To a solution of tert-butyl 3-hydroxyazetidine-1-carboxylate (167 mg, 0.965 mmol) in THF (2 mL) was added sodium tert-butoxide (93 mg, 0.965 mmol). The reaction was stirred at room temperature for 20 min. The reaction was cooled to 0° C. and a solution of Example 95A (200 mg, 0.483 mmol) in THF (1 mL) was added. The reaction was stirred at 0-5° C. for 2 hours. The reaction mixture was diluted with H2O and extracted with EtOAc (2×). The organic layer was combined and dried over MgSO4, filtered an... The reactants are FC[C@@H](C)C1=CC=CC=C1 (((S)-2-fluoro-1-methyl-ethyl)-benzene), ClS(=O)(=O)O (chlorosulfonic acid). The solvent is ClCCl (dichloromethane), ClCCl (dichloromethane). Reaction conditions: temperature 30 celsius, time 2 hour. The product is FC[C@@H](C)C1=CC=C(C=C1)S(=O)(=O)Cl (4-((S)-2-Fluoro-1-methyl-ethyl)-benzenesulfonyl Chloride). Isolated yield 25.0%. Reaction SMILES: [F:1][CH2:2][C@H:3]([C:5]1[CH:10]=[CH:9][CH:8]=[CH:7][CH:6]=1)[CH3:4].[Cl:11][S:12](O)(=[O:14])=[O:13]>ClCCl>[F:1][CH2:2][C@H:3]([C:5]1[CH:10]=[CH:9][C:8]([S:12]([Cl:11])(=[O:14])=[O:13])=[CH:7][CH:6]=1)[CH3:4]. Procedure: 3.5 g of ((S)-2-fluoro-1-methyl-ethyl)-benzene (25.32 mmol) were dissolved in 80 ml of dichloromethane. At 0-5° C., 11.81 g of chlorosulfonic acid (101.31 mmol), dissolved in 20 ml of dichloromethane, were added dropwise. The reaction mixture was stirred for 30 min at room temperature and 2 h at 30° C. The solvent was evaporated. 150 ml of diethyl ether were added to the residue, washed once with 150 ml of water, and the organic layer was dried over magnesium sulfate, filtered, and the solvent w... Starting materials: [H][H] (hydrogen), C-1. 8-Ethyl-2-(4-pyridinyl)pyrido[2,3-d]pyrimidin-5(8H)-one, N1=CC=C(C=C1)C=1N=CC2=C(N1)NC=CC2=O (2-(4-pyridinyl)pyrido[2,3-d]pyrimidin-5(8H)-one), [H-].[Na+] (sodium hydride), [H-].[Na+] (sodium hydride), C(C)I (ethyl iodide). The reagents and catalysts are C(C)(C)NC(C)C (diisopropylamine). Run in CN(C=O)C (dimethylformamide). Conditions: time 30 minute. Yields the product C(C)N1C=CC(C2=C1N=C(N=C2)C2=CC=NC=C2)=O (8-ethyl-2-(4-pyridinyl)pyrido[2,3-d]pyrimidin-5(8H)-one). Yield: 47.6%. RXN SMILES: [N:1]1[CH:6]=[CH:5][C:4]([C:7]2[N:8]=[CH:9][C:10]3[C:16](=[O:17])[CH:15]=[CH:14][NH:13][C:11]=3[N:12]=2)=[CH:3][CH:2]=1.[H-].[Na+].[H][H].[CH2:22](I)[CH3:23]>C(NC(C)C)(C)C.CN(C)C=O>[CH2:22]([N:13]1[C:11]2[N:12]=[C:7]([C:4]3[CH:5]=[CH:6][N:1]=[CH:2][CH:3]=3)[N:8]=[CH:9][C:10]=2[C:16](=[O:17])[CH:15]=[CH:14]1)[CH3:23] |f:1.2|. Reported procedure: C-1. 8-Ethyl-2-(4-pyridinyl)pyrido[2,3-d]pyrimidin-5(8H)-one--A mixture containing 12.7 g of 2-(4-pyridinyl)pyrido[2,3-d]pyrimidin-5(8H)-one, 2.74 g of 50% sodium hydride in mineral oil and 300 ml of dimethylformamide was stirred at room temperature until evolution of hydrogen ceased. The mixture was heated gently with stirring on a steam bath for 30 minutes, one drop diisopropylamine was added followed by 100 mg of sodium hydride and gentle heating with stirring was continued for another 45 min... The reactants are NC1=NC=C(C(=O)N)C=C1 (6-Aminonicotinamide), P(O)(O)(O)=O (phosphoric acid). Run in ice water. Run at temperature 100 celsius. The product is NC1=NC=C(C(=O)O)C=C1 (6-Aminonicotinic acid). As a reaction SMILES: [NH2:1][C:2]1[CH:10]=[CH:9][C:5]([C:6](N)=[O:7])=[CH:4][N:3]=1.P(=O)(O)(O)[OH:12]>>[NH2:1][C:2]1[CH:10]=[CH:9][C:5]([C:6]([OH:12])=[O:7])=[CH:4][N:3]=1. Reported procedure: 6-Aminonicotinamide, 200 g, was dissolved in warm 85% phosphoric acid, 700 ml. The clear solution was heated to 100° C. for 8 hours. The solution was then diluted with 1.5 Kg of ice water. The white crystals thus obtained were separated by filtration, and washed with ice water followed with an acetone wash. The yield of 6-aminonicotinic acid phosphoric salt was 310 g. This product in its phosphoric salt form may be directly incorporated into the therapeutic compositions of the present invention. Starting materials: Br (hydrobromic acid), C(C)(=O)NC1=C(C=CC(=C1)NC(C)=O)OCCC (2,4-bis-acetylamino-1-n-propoxybenzene), NC1=C(C=CC(=C1)N)OCCC (2,4-diamino-1-n-propoxybenzene), C(C)(=O)[O-].[Mg+2].C(C)(=O)[O-] (magnesium acetate). Run in C(C)O (ethanol). Conditions: temperature 25 celsius. Yields the product Br.C(CC)OC1=CC=C(C=C1N)NC(C)=O (6-n-propoxy-3-acetylamino-aniline hydrobromide). Yield: 88.9%. RXN SMILES: C([NH:4][C:5]1[CH:10]=[C:9]([NH:11][C:12](=[O:14])[CH3:13])[CH:8]=[CH:7][C:6]=1[O:15][CH2:16][CH2:17][CH3:18])(=O)C.NC1C=C(N)C=CC=1OCCC.C([O-])(=O)C.[Mg+2].C([O-])(=O)C.[BrH:40]>C(O)C>[BrH:40].[CH2:16]([O:15][C:6]1[C:5]([NH2:4])=[CH:10][C:9]([NH:11][C:12](=[O:14])[CH3:13])=[CH:8][CH:7]=1)[CH2:17][CH3:18] |f:2.3.4,7.8|. Procedure details: 208 parts of dried crude 6-n-propoxy-3-acetylamino-aniline obtained according to Example 7 of European Pat. No. 0,011,048 (containing, in addition to 190.3 parts of target product, 8.8 parts of 2,4-bis-acetylamino-1-n-propoxybenzene and 3.5 parts of 2,4-diamino-1-n-propoxybenzene, as well as small amounts of magnesium acetate and oxidative decomposition products) are dissolved in 300 parts of ethanol at 50° C., with stirring, and, after the solution has been cooled to 25° C., 170 parts of 48% st... The reactants are C(C1=CC=CC=C1)NC1=C2N=CN(C2=NC(=N1)F)C(C)C (benzyl-(2-fluoro-9-isopropyl-9H-purin-6-yl)-amine), CCN(C(C)C)C(C)C (DIEA), C(Cl)Cl.CCOCC.CO (DCM ether MeOH), N[C@@H](C(CC)O)CC ((3RS,4R)-4-amino-hexan-3-ol). The solvent is CCCCO.CS(=O)C (n-BuOH DMSO). Conditions: time 72 hour. Product: C(C1=CC=CC=C1)NC1=C2N=CN(C2=NC(=N1)N[C@@H](C(CC)O)CC)C(C)C ((3RS,4R)-4-(6-Benzylamino-9-isopropyl-9H-purin-2-ylamino)-hexan-3-ol). Reaction SMILES: [CH2:1]([NH:8][C:9]1[N:17]=[C:16](F)[N:15]=[C:14]2[C:10]=1[N:11]=[CH:12][N:13]2[CH:19]([CH3:21])[CH3:20])[C:2]1[CH:7]=[CH:6][CH:5]=[CH:4][CH:3]=1.CCN(C(C)C)C(C)C.[NH2:31][C@H:32]([CH2:37][CH3:38])[CH:33]([OH:36])[CH2:34][CH3:35].C(Cl)Cl.CCOCC.CO>CCCCO.CS(C)=O>[CH2:1]([NH:8][C:9]1[N:17]=[C:16]([NH:31][C@H:32]([CH2:37][CH3:38])[CH:33]([OH:36])[CH2:34][CH3:35])[N:15]=[C:14]2[C:10]=1[N:11]=[CH:12][N:13]2[CH:19]([CH3:21])[CH3:20])[C:2]1[CH:7]=[CH:6][CH:5]=[CH:4][CH:3]=1 |f:3.4.5,6.7|. Procedure details: To a stirred solution of benzyl-(2-fluoro-9-isopropyl-9H-purin-6-yl)-amine (40 mg, 1 eq, 0.14 mmol) in n-BuOH/DMSO (3.75 mL, 4:1) at room temperature under an argon atmosphere was added DIEA (0.24 mL, 9.8 eq, 1.38 mmol) followed by (3RS,4R)-4-amino-hexan-3-ol (110 mg, 6.7 eq, 0.93 mmol). The reaction mixture was placed in a preheated oil bath at 140° C. and stirred at this temperature for 72 h, when TLC DCM:ether:MeOH (55:40:5) indicated that the reaction had gone to completion The reaction mixt... Starting materials: ClC1=CC(=NC=N1)N (6-Chloropyrimidin-4-amine), COC1=NC=C(C=N1)B(O)O (2-methoxypyrimidin-5-ylboronic acid), C(=O)([O-])[O-].[Na+].[Na+] (Na2CO3). The reagents and catalysts are C1=CC=C(C=C1)P(C2=CC=CC=C2)C3=CC=CC=C3.C1=CC=C(C=C1)P(C2=CC=CC=C2)C3=CC=CC=C3.Cl[Pd]Cl (bis(triphenylphosphine)palladium(II)chloride). Solvent: COCCOC.CCO.O (DME EtOH water). Run at temperature 125 celsius. Product: N1=CC(=CC=C1)C1=CC(=NC=N1)N (6-(pyridin-3-yl)pyrimidin-4-amine). Isolated yield 51.0%. Reaction SMILES: Cl[C:2]1[N:7]=[CH:6][N:5]=[C:4]([NH2:8])[CH:3]=1.CO[C:11]1[N:16]=[CH:15][C:14](B(O)O)=[CH:13]N=1.[C:20]([O-])([O-])=O.[Na+].[Na+]>COCCOC.CCO.O.C1C=CC(P(C2C=CC=CC=2)C2C=CC=CC=2)=CC=1.C1C=CC(P(C2C=CC=CC=2)C2C=CC=CC=2)=CC=1.Cl[Pd]Cl>[N:16]1[CH:11]=[CH:20][CH:13]=[C:14]([C:2]2[N:7]=[CH:6][N:5]=[C:4]([NH2:8])[CH:3]=2)[CH:15]=1 |f:2.3.4,5.6.7,8.9.10|. Reported procedure: 6-Chloropyrimidin-4-amine (0.35 g, 2.70 mmol), 2-methoxypyrimidin-5-ylboronic acid (0.520 g, 3.38 mmol), Na2CO3 (0.859 g, 8.11 mmol) and bis(triphenylphosphine)palladium(II)chloride (0.038 g, 0.054 mmol) were suspended in a mixture of DME/EtOH/water. (15:2:3 mL). The mixture was heated in the microwave synthesizer at 125° C. for 20 min and concentrated. The residue was purified by silica gel chromatography (0-5% 9:1 methanol:ammonium hydroxide-ethyl acetate) to afford 6-(pyridin-3-yl)pyrimidin-4...